This data is from the Open Reaction Database (ORD), a public repository of structured organic reaction records. The task is: describe an organic reaction: reactants, conditions, products, and yield Reactants: CO, CCOC(=O)C1=C(c2ccccc2)NC(=O)C1C(=O)c1ccc([N+](=O)[O-])cc1. The product is O=C1NC(c2ccccc2)=C2C(=O)OC(c3ccc([N+](=O)[O-])cc3)=C12. Reaction SMILES: [CH3:29][OH:30].[N+:1](=[O:2])([O-:3])[c:4]1[cH:5][cH:6][c:7]([C:8]([CH:10]2[C:11]([C:22](=[O:23])[O:24][CH2:9][CH3:25])=[C:12]([c:16]3[cH:17][cH:18][cH:19][cH:20][cH:21]3)[NH:13][C:14]2=[O:15])=[O:26])[cH:27][cH:28]1>>[N+:1](=[O:2])([O-:3])[c:4]1[cH:5][cH:6][c:7]([C:8]2=[C:10]3[C:11](=[C:12]([c:16]4[cH:17][cH:18][cH:19][cH:20][cH:21]4)[NH:13][C:14]3=[O:15])[C:22](=[O:23])[O:24]2)[cH:27][cH:28]1. Starting materials: C(C)(C)(C)OC(=O)NCCS(=O)(=O)C1=CC=CC=C1 (2-(tert-butoxycarbonylamino)-1-(phenylsulfonyl)ethane), Cl (hydrogen chloride). Run in C(C)(=O)OCC (ethyl acetate). Run at time 1 hour. Yields the product Cl.C1(=CC=CC=C1)S(=O)(=O)CCN (2-benzenesulfonyl-ethylamine hydrochloride). RXN SMILES: C(OC([NH:8][CH2:9][CH2:10][S:11]([C:14]1[CH:19]=[CH:18][CH:17]=[CH:16][CH:15]=1)(=[O:13])=[O:12])=O)(C)(C)C.[ClH:20]>C(OCC)(=O)C>[ClH:20].[C:14]1([S:11]([CH2:10][CH2:9][NH2:8])(=[O:12])=[O:13])[CH:15]=[CH:16][CH:17]=[CH:18][CH:19]=1 |f:3.4|. Procedure details: The sulfone from Step F (1.20 g, 4.21 mmol) was dissolved in ethyl acetate (10 mL). The solution was saturated with hydrogen chloride gas and stirred for 1 hour, then concentrated in vacuo. The residue was partitioned between methylene chloride (10 mL) and water (10 mL). The layers were separated and the aqueous layer was washed with methylene chloride (3×10 mL) and concentrated in vacuo to provide the title compound as a white solid which was sufficiently pure for use in the next step.